Dataset: the Open Reaction Database (ORD), a public repository of structured organic reaction records. Task: describe an organic reaction: reactants, conditions, products, and yield Reactants: NC=1C=CC(=C(C1)C=1NC(C2=C(N1)C(=NN2C)CCC)=O)OCC (5-(5-amino-2-ethoxyphenyl)-1-methyl-3-n-propyl-1,6-dihydro-7H-pyrazolo[4,3-d]pyrimidin-7-one), O1CCN(CC1)CCCS(=O)(=O)Cl (3-morpholinopropylsulphonyl chloride). Product: C(C)OC1=C(C=C(C=C1)NS(=O)(=O)CCCN1CCOCC1)C=1NC(C2=C(N1)C(=NN2C)CCC)=O (5-[2-Ethoxy-5-(3-morpholinopropylsulphonamido)phenyl]-1-methyl-3-n-propyl-1,6-dihydro-7H-pyrazolo[4,3-d]pyrimidin-7-one), crystals. Yield: 14.0%. Reaction SMILES: [NH2:1][C:2]1[CH:3]=[CH:4][C:5]([O:22][CH2:23][CH3:24])=[C:6]([C:8]2[NH:9][C:10](=[O:21])[C:11]3[N:16]([CH3:17])[N:15]=[C:14]([CH2:18][CH2:19][CH3:20])[C:12]=3[N:13]=2)[CH:7]=1.[O:25]1[CH2:30][CH2:29][N:28]([CH2:31][CH2:32][CH2:33][S:34](Cl)(=[O:36])=[O:35])[CH2:27][CH2:26]1>>[CH2:23]([O:22][C:5]1[CH:4]=[CH:3][C:2]([NH:1][S:34]([CH2:33][CH2:32][CH2:31][N:28]2[CH2:29][CH2:30][O:25][CH2:26][CH2:27]2)(=[O:36])=[O:35])=[CH:7][C:6]=1[C:8]1[NH:9][C:10](=[O:21])[C:11]2[N:16]([CH3:17])[N:15]=[C:14]([CH2:18][CH2:19][CH3:20])[C:12]=2[N:13]=1)[CH3:24]. Reported procedure: The title compound was prepared from 5-(5-amino-2-ethoxyphenyl)-1-methyl-3-n-propyl-1,6-dihydro-7H-pyrazolo[4,3-d]pyrimidin-7-one and 3-morpholinopropylsulphonyl chloride, following the procedure of Example 41, and was obtained as brown crystals (14%), m.p. 157°-159° C. Found: C,55.42; H,6.53; N,16.01. C24H34N6O5S requires C,55.58; H,6.61; N,16.21%. Starting materials: ClC1=C2C(NC=N1)=NC=C2 (4-chloropyrrolo[2,3-d]pyrimidine), C(OCC)(OCC)OCC (triethyl orthoformate). Run at time 63 hour. Product: ClC=1C2=C(N=CN1)N(C=C2)C(OCC)OCC (4-Chloro-7-(diethoxymethyl)-7H-pyrrolo[2,3-d]pyrimidine). Isolated yield 94.0%. Reaction SMILES: [Cl:1][C:2]1[N:7]=[CH:6][NH:5][C:4]2=[N:8][CH:9]=[CH:10][C:3]=12.[CH:11](OCC)([O:15][CH2:16][CH3:17])[O:12][CH2:13][CH3:14]>>[Cl:1][C:2]1[C:3]2[CH:10]=[CH:9][N:8]([CH:11]([O:15][CH2:16][CH3:17])[O:12][CH2:13][CH3:14])[C:4]=2[N:5]=[CH:6][N:7]=1. Reported procedure: To a 1 liter round bottom flask equipped with a stir bar, condenser and nitrogen inlet was charged 4-chloro-7H-pyrrolo[2,3-d]pyrimidine (1, 31.0 g, 0.202 mol) and triethyl orthoformate (330 ml, 2.00 mol, 10.0 equiv). The reaction mixture was warmed to reflux to generate a clear solution. The reaction was checked after 63 hours by HPLC. When the reaction was deemed complete, the reaction mixture was concentrated under reduced pressure. The residue was purified by a silica gel flash column chromat... Starting materials: CC1=CCC(=O)O1 (α-angelica lactone), CN (methylamine). Product: C=C1CCC(N1C)=O (5-methylene-N-methyl-2-pyrrolidone), CN1C(CCC1C)=O (1,5-dimethyl-2-pyrrolidone). As a reaction SMILES: [CH3:1][C:2]1[O:7][C:5](=[O:6])[CH2:4][CH:3]=1.[CH3:8][NH2:9]>>[CH2:1]=[C:2]1[N:9]([CH3:8])[C:5](=[O:7])[CH2:4][CH2:3]1.[CH3:8][N:9]1[CH:2]([CH3:1])[CH2:3][CH2:4][C:5]1=[O:6]. Procedure details: Wedler, et al. (Journal. f. prakt. Chemie (1990) 332:557–562) discuss a process for producing 5-hydroxy-1,5-dimethyl-2-pyrrolidone by reacting α-angelica lactone with methylamine. Dehydration of this product resulted in the formation of the unstable 5-methylene-N-methyl-2-pyrrolidone, rather than the desired 1,5-dimethyl-2-pyrrolidone. The reactants are [N+](=O)([O-])C1=CC=C(CBr)C=C1 (4-nitrobenzyl bromide), C1(=CC=CC=C1)P(C1=CC=CC=C1)C1=CC=CC=C1 (triphenylphosphine), C(=O)C=1N=C(SC1)NC(C)=O (N-(4-formyl-1,3-thiazol-2-yl)acetamide), [O-]CCCC.[K+] (potassium butoxide). Solvent: CN(C=O)C (N,N-dimethylformamide), O (water), C(C)(=O)OCC (ethyl acetate). Conditions: time 5 hour. Yields the product [N+](=O)([O-])C1=CC=C(C=C1)/C=C/C=1N=C(SC1)NC(C)=O (N-{4-[(E)-2-(4-nitrophenyl)ethenyl]-1,3-thiazol-2-yl}acetamide). The yield is 91.8%. As a reaction SMILES: [N+:1]([C:4]1[CH:11]=[CH:10][C:7]([CH2:8]Br)=[CH:6][CH:5]=1)([O-:3])=[O:2].C1(P(C2C=CC=CC=2)C2C=CC=CC=2)C=CC=CC=1.[O-]CCCC.[K+].[CH:37]([C:39]1[N:40]=[C:41]([NH:44][C:45](=[O:47])[CH3:46])[S:42][CH:43]=1)=O>O.C(OCC)(=O)C.CN(C)C=O>[N+:1]([C:4]1[CH:11]=[CH:10][C:7](/[CH:8]=[CH:37]/[C:39]2[N:40]=[C:41]([NH:44][C:45](=[O:47])[CH3:46])[S:42][CH:43]=2)=[CH:6][CH:5]=1)([O-:3])=[O:2] |f:2.3|. Procedure details: A mixture of 4-nitrobenzyl bromide (6.35 g), triphenylphosphine (7.71 g) and N,N-dimethylformamide (50 ml) was stirred for 5 hours at room temperature. To the mixture were added potassium butoxide (3.96 g), and then N-(4-formyl-1,3-thiazol-2-yl)acetamide (5.0 g) prepared in a similar manner according to Step 4 of Production Example 1, and the mixture was stirred for 13 hours at the same temperature. The reaction mixture was poured into ethyl acetate (200 ml) and water (200 ml). The organic layer...